Dataset: the Open Reaction Database (ORD), a public repository of structured organic reaction records. Task: describe an organic reaction: reactants, conditions, products, and yield Reactants: CS(=O)(=O)c1ccc(CBr)cc1, CC(=O)CC(C)=O, CN(C)C=O, Cl, [H-], [Na+]. Yields the product CC(=O)C(Cc1ccc(S(C)(=O)=O)cc1)C(C)=O. RXN SMILES: [Br:10][CH2:11][c:12]1[cH:13][cH:14][c:15]([S:18](=[O:19])(=[O:20])[CH3:21])[cH:16][cH:17]1.[CH3:1][C:2](=[O:3])[CH2:4][C:5]([CH3:6])=[O:7].[CH3:22][N:23]([CH3:24])[CH:25]=[O:26].[ClH:27].[H-:8].[Na+:9]>>[CH3:1][C:2](=[O:3])[CH:4]([C:5]([CH3:6])=[O:7])[CH2:11][c:12]1[cH:13][cH:14][c:15]([S:18](=[O:19])(=[O:20])[CH3:21])[cH:16][cH:17]1. Starting materials: Oc1ccc(OCC(F)(F)F)cc1Br, CI, CC(C)=O, [K+], [K+], O=C([O-])[O-]. Product: COc1ccc(OCC(F)(F)F)cc1Br. RXN SMILES: [Br:1][c:2]1[c:3]([OH:14])[cH:4][cH:5][c:6]([O:8][CH2:9][C:10]([F:11])([F:12])[F:13])[cH:7]1.[CH3:21][I:22].[CH3:23][C:24](=[O:25])[CH3:26].[K+:15].[K+:16].[O-:17][C:18]([O-:19])=[O:20]>>[Br:1][c:2]1[c:3]([O:14][CH3:18])[cH:4][cH:5][c:6]([O:8][CH2:9][C:10]([F:11])([F:12])[F:13])[cH:7]1. RXN SMILES: [OH:1][C:2]([CH3:32])([CH3:31])[CH2:3][C@@:4]1([CH:28]([CH3:30])[CH3:29])[O:9][C:8](=[O:10])[N:7]([C@H:11]([C:13]2[CH:18]=[CH:17][C:16](B3OC(C)(C)C(C)(C)O3)=[CH:15][CH:14]=2)[CH3:12])[CH2:6][CH2:5]1.Br[C:34]1[CH:35]=[N:36][C:37]([C:40]([OH:42])=[O:41])=[N:38][CH:39]=1>>[OH:1][C:2]([CH3:31])([CH3:32])[CH2:3][C@@:4]1([CH:28]([CH3:30])[CH3:29])[O:9][C:8](=[O:10])[N:7]([C@H:11]([C:13]2[CH:18]=[CH:17][C:16]([C:34]3[CH:35]=[N:36][C:37]([C:40]([OH:42])=[O:41])=[N:38][CH:39]=3)=[CH:15][CH:14]=2)[CH3:12])[CH2:6][CH2:5]1. Reported procedure: 5-(4-((S)-1-((S)-6-(2-hydroxy-2-methylpropyl)-6-isopropyl-2-oxo-1,3-oxazinan-3-yl)ethyl)phenyl)pyrimidine-2-carboxylic acid was prepared from (S)-6-(2-hydroxy-2-methylpropyl)-6-isopropyl-3-((S)-1-(4-(4,4,5,5-tetramethyl-1,3,2-dioxaborolan-2-yl)phenyl)ethyl)-1,3-oxazinan-2-one and 5-bromopyrimidine-2-carboxylic acid following a procedure analogous to that described in Example 1 Step 2. Yields the product OC(C[C@@]1(CCN(C(O1)=O)[C@@H](C)C1=CC=C(C=C1)C=1C=NC(=NC1)C(=O)O)C(C)C)(C)C (5-(4-((S)-1-((S)-6-(2-hydroxy-2-methylpropyl)-6-isopropyl-2-oxo-1,3-oxazinan-3-yl)ethyl)phenyl)pyrimidine-2-carboxylic acid). Reactants: OC(C[C@@]1(CCN(C(O1)=O)[C@@H](C)C1=CC=C(C=C1)B1OC(C(O1)(C)C)(C)C)C(C)C)(C)C ((S)-6-(2-hydroxy-2-methylpropyl)-6-isopropyl-3-((S)-1-(4-(4,4,5,5-tetramethyl-1,3,2-dioxaborolan-2-yl)phenyl)ethyl)-1,3-oxazinan-2-one), BrC=1C=NC(=NC1)C(=O)O (5-bromopyrimidine-2-carboxylic acid). Reactants: CN(C(=O)N1CC(c2cc(F)ccc2F)=CC1(CO)c1ccccc1)C1CCN(CC(=O)O)CC1, C[Si](C)(C)C=[N+]=[N-]. Product: COC(=O)CN1CCC(N(C)C(=O)N2CC(c3cc(F)ccc3F)=CC2(CO)c2ccccc2)CC1. Reaction SMILES: [F:1][c:2]1[c:3]([C:9]2=[CH:10][C:11]([c:28]3[cH:29][cH:30][cH:31][cH:32][cH:33]3)([CH2:34][OH:35])[N:12]([C:14](=[O:15])[N:16]([CH:17]3[CH2:18][CH2:19][N:20]([CH2:23][C:24](=[O:25])[OH:26])[CH2:21][CH2:22]3)[CH3:27])[CH2:13]2)[cH:4][c:5]([F:8])[cH:6][cH:7]1.[Si:36]([CH3:37])([CH:38]=[N+:39]=[N-:40])([CH3:41])[CH3:42]>>[F:1][c:2]1[c:3]([C:9]2=[CH:10][C:11]([c:28]3[cH:29][cH:30][cH:31][cH:32][cH:33]3)([CH2:34][OH:35])[N:12]([C:14](=[O:15])[N:16]([CH:17]3[CH2:18][CH2:19][N:20]([CH2:23][C:24](=[O:25])[O:26][CH3:37])[CH2:21][CH2:22]3)[CH3:27])[CH2:13]2)[cH:4][c:5]([F:8])[cH:6][cH:7]1. The reactants are C(#N)C1=CC(=C(C(=O)NC2=CC(=NC=C2)OC)C=C1)F (4-cyano-2-fluoro-N-(2-methoxy-4-pyridyl)benzamide), [Si](C)(C)(C)I (TMSI). Solvent: C(C)#N (acetonitrile). Run at temperature 50 celsius, time 8 hour. The product is C(#N)C1=CC(=C(C(=O)NC2=CC(NC=C2)=O)C=C1)F (4-cyano-2-fluoro-N-(2-oxo-1H-pyridin-4-yl)benzamide). As a reaction SMILES: [C:1]([C:3]1[CH:19]=[CH:18][C:6]([C:7]([NH:9][C:10]2[CH:15]=[CH:14][N:13]=[C:12]([O:16]C)[CH:11]=2)=[O:8])=[C:5]([F:20])[CH:4]=1)#[N:2].[Si](I)(C)(C)C>C(#N)C>[C:1]([C:3]1[CH:19]=[CH:18][C:6]([C:7]([NH:9][C:10]2[CH:15]=[CH:14][NH:13][C:12](=[O:16])[CH:11]=2)=[O:8])=[C:5]([F:20])[CH:4]=1)#[N:2]. Procedure: To 4-cyano-2-fluoro-N-(2-methoxy-4-pyridyl)benzamide (7.3 g, 26.99 mmol) in acetonitrile (244.0 mL) was added TMSI (9.99 mL, 70.17 mmol). The reaction was stirred at 50° C. overnight. The acetonitrile was evaporated and the crude solid was triturated with ethyl acetate. The solid was isolated by filtration and washed with ethyl acetate to give 4-cyano-2-fluoro-N-(2-oxo-1H-pyridin-4-yl)benzamide as a tan solid. ESI-MS m/z calc. 257.06. found 258.1 (M+1)+; Retention time: 1.08 minutes (3 minutes r...